This data is from the Open Reaction Database (ORD), a public repository of structured organic reaction records. The task is: describe an organic reaction: reactants, conditions, products, and yield The reactants are CNC (Dimethylamine), solution, C(Cl)C1CO1 (epichlorohydrin), CN (methylamine), solution. Run in CO (methanol). Conditions: time 1.5 hour. Product: Cl.CN(CC(CNC)O)C (1-dimethylamino-3-methylamino-2-propanol hydrochloride). Yield: 84.0%. As a reaction SMILES: [CH3:1][NH:2][CH3:3].[CH2:4]([CH:6]1[O:8][CH2:7]1)[Cl:5].[CH3:9][NH2:10]>CO>[ClH:5].[CH3:1][N:2]([CH3:3])[CH2:4][CH:6]([OH:8])[CH2:7][NH:10][CH3:9] |f:4.5|. Procedure: Dimethylamine 22.6 g, 40% solution (0.2 mole) was added dropwise to a solution of 16 ml of epichlorohydrin (0.2 mole) in 100 ml of methanol at 5° C. stirring in an ice bath. After two hours at 5° C. a chilled solution of 86 ml methylamine of 40% solution (1 mole) was poured into the reaction mixture. Stirring was continued in ice bath for one hour and then room temperature overnight. The solvents were evaporated and the clear oil was pumped under vacuum at 75° C. for 1.5 hr to give 28.23 g (~84%... Starting materials: CC(=O)NCCCS(=O)(=O)OCC(C)(C)C(OCc1ccccc1)C(=O)OCCOC(=O)OC(C)C, CO, O=C1c2ccccc2C(=O)N1CCCS(=O)(=O)Cl, Cl. Yields the product CC(=O)NCCCS(=O)(=O)OCC(C)(C)C(O)C(=O)OCCOC(=O)OC(C)C. RXN SMILES: [C:1]([CH3:2])(=[O:3])[NH:4][CH2:5][CH2:6][CH2:7][S:8](=[O:9])(=[O:10])[O:11][CH2:12][C:13]([CH:14]([C:15](=[O:16])[O:17][CH2:18][CH2:19][O:20][C:21](=[O:22])[O:23][CH:24]([CH3:25])[CH3:26])[O:27][CH2:28][c:29]1[cH:30][cH:31][cH:32][cH:33][cH:34]1)([CH3:35])[CH3:36].[CH3:56][OH:57].[Cl:37][S:38]([CH2:39][CH2:40][CH2:41][N:42]1[C:43](=[O:44])[c:45]2[cH:46][cH:47][cH:48][cH:49][c:50]2[C:51]1=[O:52])(=[O:53])=[O:54].[ClH:55]>>[C:1]([CH3:2])(=[O:3])[NH:4][CH2:5][CH2:6][CH2:7][S:8](=[O:9])(=[O:10])[O:11][CH2:12][C:13]([CH:14]([C:15](=[O:16])[O:17][CH2:18][CH2:19][O:20][C:21](=[O:22])[O:23][CH:24]([CH3:25])[CH3:26])[OH:27])([CH3:35])[CH3:36]. Starting materials: O=C([O-])[O-], O=c1cc(Cl)oc(N2CCOCC2)c1, CC1(C)OB(c2ccc(F)c3c(=O)c4ccccc4sc23)OC1(C)C, [K+], [K+], N#N, C1COCCO1, c1ccc(P(c2ccccc2)(c2ccccc2)[Pd](P(c2ccccc2)(c2ccccc2)c2ccccc2)(P(c2ccccc2)(c2ccccc2)c2ccccc2)P(c2ccccc2)(c2ccccc2)c2ccccc2)cc1. The product is O=c1cc(-c2ccc(F)c3c(=O)c4ccccc4sc23)oc(N2CCOCC2)c1. As a reaction SMILES: [C:40](=[O:41])([O-:42])[O-:43].[Cl:1][c:2]1[o:3][c:4]([N:9]2[CH2:10][CH2:11][O:12][CH2:13][CH2:14]2)[cH:5][c:6](=[O:8])[cH:7]1.[F:15][c:16]1[cH:17][cH:18][c:19]([B:31]2[O:32][C:33]([CH3:34])([CH3:35])[C:36]([CH3:37])([CH3:38])[O:39]2)[c:20]2[s:21][c:22]3[cH:23][cH:24][cH:25][cH:26][c:27]3[c:28](=[O:30])[c:29]12.[K+:44].[K+:45].[N:46]#[N:47].[O:48]1[CH2:49][CH2:50][O:51][CH2:52][CH2:53]1.[cH:54]1[cH:55][cH:56][c:57]([P:58]([Pd:59]([P:60]([c:61]2[cH:62][cH:63][cH:64][cH:65][cH:66]2)([c:67]2[cH:68][cH:69][cH:70][cH:71][cH:72]2)[c:73]2[cH:74][cH:75][cH:76][cH:77][cH:78]2)([P:79]([c:80]2[cH:81][cH:82][cH:83][cH:84][cH:85]2)([c:86]2[cH:87][cH:88][cH:89][cH:90][cH:91]2)[c:92]2[cH:93][cH:94][cH:95][cH:96][cH:97]2)[P:98]([c:99]2[cH:100][cH:101][cH:102][cH:103][cH:104]2)([c:105]2[cH:106][cH:107][cH:108][cH:109][cH:110]2)[c:111]2[cH:112][cH:113][cH:114][cH:115][cH:116]2)([c:117]2[cH:118][cH:119][cH:120][cH:121][cH:122]2)[c:123]2[cH:124][cH:125][cH:126][cH:127][cH:128]2)[cH:129][cH:130]1>>[c:2]1(-[c:19]2[cH:18][cH:17][c:16]([F:15])[c:29]3[c:20]2[s:21][c:22]2[cH:23][cH:24][cH:25][cH:26][c:27]2[c:28]3=[O:30])[o:3][c:4]([N:9]2[CH2:10][CH2:11][O:12][CH2:13][CH2:14]2)[cH:5][c:6](=[O:8])[cH:7]1. Starting materials: C(C=C)OC(=O)N1C(CCC1COC)CO[Si](C)(C)C(C)(C)C (1-allyloxycarbonyl-2-t-butyl-dimethylsilyloxymethyl-5-methoxymethylpyrrolidine), [F-].C(CCC)[N+](CCCC)(CCCC)CCCC (tetrabutylammonium fluoride), O (water), C(C)(=O)OCC (ethyl acetate). The solvent is O1CCCC1 (tetrahydrofuran), O1CCCC1 (tetrahydrofuran). The product is C(C=C)OC(=O)N1C(CCC1COC)CO (1-allyloxycarbonyl-2-hydroxymethyl-5-methoxymethylpyrrolidine). Yield: 86.8%. RXN SMILES: [CH2:1]([O:4][C:5]([N:7]1[CH:11]([CH2:12][O:13][CH3:14])[CH2:10][CH2:9][CH:8]1[CH2:15][O:16][Si](C(C)(C)C)(C)C)=[O:6])[CH:2]=[CH2:3].[F-].C([N+](CCCC)(CCCC)CCCC)CCC.O.C(OCC)(=O)C>O1CCCC1>[CH2:1]([O:4][C:5]([N:7]1[CH:11]([CH2:12][O:13][CH3:14])[CH2:10][CH2:9][CH:8]1[CH2:15][OH:16])=[O:6])[CH:2]=[CH2:3] |f:1.2|. Reported procedure: To a solution of 1-allyloxycarbonyl-2-t-butyl-dimethylsilyloxymethyl-5-methoxymethylpyrrolidine (9.67 g) in tetrahydrofuran (97 ml) was added dropwise a solution of tetrabutylammonium fluoride in tetrahydrofuran (31 ml) at 0° C. The mixture was allowed to warm to room temperature and stirred for an hour. The mixture was poured into water and ethyl acetate, and the aqueous layer was separated and extracted twice with ethyl acetate. The combined organic layer was washed twice with 1N hydrochloric ... Starting materials: [OH-].[Na+] (NaOH), COC1=CC=C(CC(C(=O)OCC)C(C)=O)C=C1 (ethyl 2-(4-methoxybenzyl)-3-oxobutyrate), [Cl-].N1=C(C=CC=C1)[N+]#N (pyrid-2-yldiazonium chloride). Solvent: CCOC(=O)C (EtOAc). Yields the product COC1=CC=C(C=C1)C1=C(NC2=NC=CC=C21)C(=O)OCC (Ethyl 3-(4-methoxyphenyl)pyrrolo[2,3-b]pyridine-2-carboxylate). Reaction SMILES: [CH3:1][O:2][C:3]1[CH:18]=[CH:17][C:6]([CH2:7][CH:8](C(=O)C)[C:9]([O:11][CH2:12][CH3:13])=[O:10])=[CH:5][CH:4]=1.[OH-].[Na+].[Cl-].[N:22]1[CH:27]=[CH:26][CH:25]=[CH:24][C:23]=1[N+:28]#N>CCOC(C)=O>[CH3:1][O:2][C:3]1[CH:4]=[CH:5][C:6]([C:7]2[C:24]3[C:23](=[N:22][CH:27]=[CH:26][CH:25]=3)[NH:28][C:8]=2[C:9]([O:11][CH2:12][CH3:13])=[O:10])=[CH:17][CH:18]=1 |f:1.2,3.4|. Procedure details: To a solution of ethyl 2-(4-methoxybenzyl)-3-oxobutyrate in EtOAc stirred at ice bath temperature under an argon atmosphere is added an aquious solution of NaOH. This is immediately followed by the addition of an aqueous solution of pyrid-2-yldiazonium chloride [prepared from 2-aminopyridine in 6 N HCl and NaNO2 ]. The mixture is partitioned between EtOAc and H2O. The aqueous layer is washed with EtOAc. The combined organic extracts are washed with saturated aqueous NaCl solution, dried (Na2SO4)... Starting materials: [Br-], CC(C)(C)OC(=O)N1C(=O)COCC1C(O[SiH](c1ccccc1)c1ccccc1)C(C)(C)C, C1CCOC1, CCOC(C)=O, [Cl-], [Mg+]c1ccc(Cl)cc1, [NH4+]. Product: CC(C)(C)OC(=O)NC(COCC(=O)c1ccc(Cl)cc1)C(O[SiH](c1ccccc1)c1ccccc1)C(C)(C)C. As a reaction SMILES: [Br-:1].[C:10]([CH3:11])([CH3:12])([CH3:13])[CH:14]([CH:15]1[CH2:16][O:17][CH2:18][C:19](=[O:28])[N:20]1[C:21](=[O:22])[O:23][C:24]([CH3:25])([CH3:26])[CH3:27])[O:29][SiH:30]([c:31]1[cH:32][cH:33][cH:34][cH:35][cH:36]1)[c:37]1[cH:38][cH:39][cH:40][cH:41][cH:42]1.[CH2:51]1[O:52][CH2:53][CH2:54][CH2:55]1.[CH3:45][CH2:46][O:47][C:48](=[O:49])[CH3:50].[Cl-:43].[Cl:2][c:3]1[cH:4][cH:5][c:6]([Mg+:9])[cH:7][cH:8]1.[NH4+:44]>>[Cl:2][c:3]1[cH:4][cH:5][c:6]([C:19]([CH2:18][O:17][CH2:16][CH:15]([CH:14]([C:10]([CH3:11])([CH3:12])[CH3:13])[O:29][SiH:30]([c:31]2[cH:32][cH:33][cH:34][cH:35][cH:36]2)[c:37]2[cH:38][cH:39][cH:40][cH:41][cH:42]2)[NH:20][C:21](=[O:22])[O:23][C:24]([CH3:25])([CH3:26])[CH3:27])=[O:28])[cH:7][cH:8]1. Starting materials: OC1(CCC2(OCC(CO2)(C)C)CC1)CC=O ((9-hydroxy-3,3-dimethyl-1,5-dioxa-spiro[5.5]undec-9-yl)-acetaldehyde), C(C)(C)(C)C1=CC=C(C=C1)[C@H](C)N ((S)-1-(4-tert-butyl-phenyl)-ethylamine), Intermediate 2. Yields the product C(C)(C)(C)C1=CC=C(C=C1)[C@H](C)NCCC1(CCC2(OCC(CO2)(C)C)CC1)O (9-{2-[(S)-1-(4-tert-Butyl-phenyl)-ethylamino]-ethyl}-3,3-dimethyl-1,5-dioxa-spiro[5.5]undecan-9-ol). Yield: 55.0%. Reaction SMILES: [OH:1][C:2]1([CH2:15][CH:16]=O)[CH2:14][CH2:13][C:5]2([O:10][CH2:9][C:8]([CH3:12])([CH3:11])[CH2:7][O:6]2)[CH2:4][CH2:3]1.[C:18]([C:22]1[CH:27]=[CH:26][C:25]([C@@H:28]([NH2:30])[CH3:29])=[CH:24][CH:23]=1)([CH3:21])([CH3:20])[CH3:19]>>[C:18]([C:22]1[CH:23]=[CH:24][C:25]([C@@H:28]([NH:30][CH2:16][CH2:15][C:2]2([OH:1])[CH2:14][CH2:13][C:5]3([O:6][CH2:7][C:8]([CH3:12])([CH3:11])[CH2:9][O:10]3)[CH2:4][CH2:3]2)[CH3:29])=[CH:26][CH:27]=1)([CH3:21])([CH3:19])[CH3:20]. Procedure details: The title compound is prepared from (9-hydroxy-3,3-dimethyl-1,5-dioxa-spiro[5.5]undec-9-yl)-acetaldehyde and (S)-1-(4-tert-butyl-phenyl)-ethylamine following a procedure analogous to that described in Step 3 of Intermediate 2. Yield: 55% of theory; LC (method 5): tR=1.22 min; Mass spectrum (ESI+): m/z=404 [M+H]+. Reactants: CCOC(=O)CC#N, CC(=O)[O-], CCO, [NH4+], O=Cc1cc(O)c(O)c([N+](=O)[O-])c1. The product is CCOC(=O)C(C#N)=Cc1cc(O)c(O)c([N+](=O)[O-])c1. As a reaction SMILES: [C:14](#[N:15])[CH2:16][C:17](=[O:18])[O:19][CH2:20][CH3:21].[CH3:23][C:24](=[O:25])[O-:26].[CH3:27][CH2:28][OH:29].[NH4+:22].[OH:1][c:2]1[cH:3][c:4]([CH:5]=[O:6])[cH:7][c:8]([N+:11](=[O:12])[O-:13])[c:9]1[OH:10]>>[OH:1][c:2]1[cH:3][c:4]([CH:5]=[C:16]([C:14]#[N:15])[C:17](=[O:18])[O:19][CH2:20][CH3:21])[cH:7][c:8]([N+:11](=[O:12])[O-:13])[c:9]1[OH:10]. Starting materials: C1(=CC=CC=C1)N1C(CN(CC1)CC1=CC=CC=C1)CN (1-phenyl-4-(phenylmethyl)-2-piperazinemethanamine), CS(=O)(=O)NC1=CC=C(C(=O)Cl)C=C1 (4-[(methylsulfonyl)amino]benzoyl chloride). The product is CS(=O)(=O)NC1=CC=C(C(=O)NCC2N(CCN(C2)CC2=CC=CC=C2)C2=CC=CC=C2)C=C1 (4-[(Methylsulfonyl)amino]-N-[[1-phenyl-4-(phenylmethyl)piperazin-2-yl]methyl] benzamide). Reaction SMILES: [C:1]1([N:7]2[CH2:12][CH2:11][N:10]([CH2:13][C:14]3[CH:19]=[CH:18][CH:17]=[CH:16][CH:15]=3)[CH2:9][CH:8]2[CH2:20][NH2:21])[CH:6]=[CH:5][CH:4]=[CH:3][CH:2]=1.[CH3:22][S:23]([NH:26][C:27]1[CH:35]=[CH:34][C:30]([C:31](Cl)=[O:32])=[CH:29][CH:28]=1)(=[O:25])=[O:24]>>[CH3:22][S:23]([NH:26][C:27]1[CH:35]=[CH:34][C:30]([C:31]([NH:21][CH2:20][CH:8]2[CH2:9][N:10]([CH2:13][C:14]3[CH:19]=[CH:18][CH:17]=[CH:16][CH:15]=3)[CH2:11][CH2:12][N:7]2[C:1]2[CH:6]=[CH:5][CH:4]=[CH:3][CH:2]=2)=[O:32])=[CH:29][CH:28]=1)(=[O:25])=[O:24]. Procedure: In a manner similar to Preparation 3, react 1-phenyl-4-(phenylmethyl)-2-piperazinemethanamine (11.1 g, 40 mmol) with 4-[(methylsulfonyl)amino]benzoyl chloride (10.1 g, 43 mmol) to obtain the title compound.